Dataset: the Open Reaction Database (ORD), a public repository of structured organic reaction records. Task: describe an organic reaction: reactants, conditions, products, and yield The reactants are CCO, Nc1nc(Cl)cc(Cl)n1, Cl, Nc1ccc(Oc2ccnc3[nH]cc(Cl)c23)c(F)c1, [Na+], [OH-], O. Product: Nc1nc(Cl)cc(Nc2ccc(Oc3ccnc4[nH]cc(Cl)c34)c(F)c2)n1. Reaction SMILES: [CH2:32]([OH:33])[CH3:34].[Cl:20][c:21]1[n:22][c:23]([NH2:28])[n:24][c:25]([Cl:27])[cH:26]1.[ClH:29].[F:1][c:2]1[cH:3][c:4]([NH2:5])[cH:6][cH:7][c:8]1[O:9][c:10]1[c:11]2[c:12]([n:13][cH:14][cH:15]1)[nH:16][cH:17][c:18]2[Cl:19].[Na+:31].[OH-:30].[OH2:35]>>[F:1][c:2]1[cH:3][c:4]([NH:5][c:25]2[n:24][c:23]([NH2:28])[n:22][c:21]([Cl:20])[cH:26]2)[cH:6][cH:7][c:8]1[O:9][c:10]1[c:11]2[c:12]([n:13][cH:14][cH:15]1)[nH:16][cH:17][c:18]2[Cl:19]. Reactants: C(C)(C)SC=1N(C(=NN1)S)C (5-(isopropylthio)-4-methyl-4H-1,2,4-triazole-3-thiol), [H-].[Na+] (NaH), ClC=1C(=NC=CN1)C#N (3-chloropyrazine-2-carbonitrile). The solvent is CN(C)C=O (DMF), C1=CC=CC=C1 (benzene). Conditions: time 2 hour. Yields the product C(C)(C)SC=1N(C(=NN1)SC=1C(=NC=CN1)C#N)C (3-(5-(isopropylthio)-4-methyl-4H-1,2,4-triazol-3-ylthio)pyrazine-2-carbonitrile). As a reaction SMILES: [CH:1]([S:4][C:5]1[N:6]([CH3:11])[C:7]([SH:10])=[N:8][N:9]=1)([CH3:3])[CH3:2].[H-].[Na+].Cl[C:15]1[C:16]([C:21]#[N:22])=[N:17][CH:18]=[CH:19][N:20]=1>CN(C=O)C.C1C=CC=CC=1>[CH:1]([S:4][C:5]1[N:6]([CH3:11])[C:7]([S:10][C:15]2[C:16]([C:21]#[N:22])=[N:17][CH:18]=[CH:19][N:20]=2)=[N:8][N:9]=1)([CH3:3])[CH3:2] |f:1.2|. Reported procedure: The title compound was prepared according to Example 1 by using 5-(isopropylthio)-4-methyl-4H-1,2,4-triazole-3-thiol (379 mg, 2.00 mmol), NaH (60% dispersion in mineral oil, 88 mg, 2.20 mmol), and 3-chloropyrazine-2-carbonitrile (280 mg, 2.00 mmol) in DMF and benzene (6 ml, 1/1) by stirring at room temperature under nitrogen atmosphere for 2 hr. The reactants are C(=O)(O)CCNC(C1=CC(=C(C=C1)Cl)[N+](=O)[O-])=O (4-chloro-3-nitro-benzoic acid-[N-(2-carboxy-ethyl)-amide]), C(C1=CC=CC=C1)N1CCN(CC1)CCN (2-(4-benzyl-piperazino)-ethylamine), C(C1=CC=CC=C1)N1CCNCC1 (1-benzyl-piperazine), Br.BrCCN (2-bromo-ethylamine-hydrobromide), CC(C)([O-])C.[K+] (potassium tert.butoxide). The solvent is C(C)O (ethanol), O (water), C(C)N(CC)CC (triethylamine). The product is C(=O)(O)CCNC(C1=CC(=C(C=C1)NCCN1CCN(CC1)CC1=CC=CC=C1)[N+](=O)[O-])=O (4-[2-(4-Benzyl-piperazino)-ethylamino ]-3-nitro-benzoic acid-[N-(2-carboxy-ethyl)-amide]). RXN SMILES: [C:1]([CH2:4][CH2:5][NH:6][C:7](=[O:18])[C:8]1[CH:13]=[CH:12][C:11](Cl)=[C:10]([N+:15]([O-:17])=[O:16])[CH:9]=1)([OH:3])=[O:2].[CH2:19]([N:26]1[CH2:31][CH2:30][N:29]([CH2:32][CH2:33][NH2:34])[CH2:28][CH2:27]1)[C:20]1[CH:25]=[CH:24][CH:23]=[CH:22][CH:21]=1.C(N1CCNCC1)C1C=CC=CC=1.Br.BrCCN.CC(C)([O-])C.[K+]>C(O)C.O.C(N(CC)CC)C>[C:1]([CH2:4][CH2:5][NH:6][C:7](=[O:18])[C:8]1[CH:13]=[CH:12][C:11]([NH:34][CH2:33][CH2:32][N:29]2[CH2:30][CH2:31][N:26]([CH2:19][C:20]3[CH:25]=[CH:24][CH:23]=[CH:22][CH:21]=3)[CH2:27][CH2:28]2)=[C:10]([N+:15]([O-:17])=[O:16])[CH:9]=1)([OH:3])=[O:2] |f:3.4,5.6|. Reported procedure: 8.2 g of 4-chloro-3-nitro-benzoic acid-[N-(2-carboxy-ethyl)-amide](prepared from 4-chloro-3-nitro-benzoylchloride and β-alanine-methylester and subsequent saponification with 48% hydrobromic acid), 6.6 g of 2-(4-benzyl-piperazino)-ethylamine (prepared from 1-benzyl-piperazine and 2-bromo-ethylamine-hydrobromide in ethanol with the addition of potassium tert.butoxide), 4.2 ml of triethylamine and 25 ml of water are heated over a steam bath for 8 hours. The mixture is evaporated down and purified ... The reactants are OCCCCO, ClCC=C(Cl)Cl, [H-], [H][H], [Na+], O. Product: OCCCCOCC=C(Cl)Cl. As a reaction SMILES: [CH2:1]([CH2:2][CH2:3][CH2:4][OH:5])[OH:6].[Cl:11][C:12](=[CH:13][CH2:14][Cl:15])[Cl:16].[H-:7].[H:9][H:10].[Na+:8].[OH2:17]>>[CH2:1]([CH2:2][CH2:3][CH2:4][O:5][CH2:14][CH:13]=[C:12]([Cl:11])[Cl:16])[OH:6]. Reactants: COc1ccc2c3c(sc2c1)-c1ccccc1COC3c1ccc(OCCN2CCCCC2)cc1, CN1CCCC1=O, ClCCl. The product is Oc1ccc2c3c(sc2c1)-c1ccccc1COC3c1ccc(OCCN2CCCCC2)cc1. Reaction SMILES: [CH3:1][O:2][c:3]1[cH:4][c:5]2[c:6]([c:7]3[c:13]([s:14]2)-[c:12]2[c:11]([cH:18][cH:17][cH:16][cH:15]2)[CH2:10][O:9][CH:8]3[c:19]2[cH:20][cH:21][c:22]([O:23][CH2:24][CH2:25][N:26]3[CH2:27][CH2:28][CH2:29][CH2:30][CH2:31]3)[cH:32][cH:33]2)[cH:34][cH:35]1.[CH3:36][N:37]1[CH2:38][CH2:39][CH2:40][C:41]1=[O:42].[Cl:43][CH2:44][Cl:45]>>[OH:2][c:3]1[cH:4][c:5]2[c:6]([c:7]3[c:13]([s:14]2)-[c:12]2[c:11]([cH:18][cH:17][cH:16][cH:15]2)[CH2:10][O:9][CH:8]3[c:19]2[cH:20][cH:21][c:22]([O:23][CH2:24][CH2:25][N:26]3[CH2:27][CH2:28][CH2:29][CH2:30][CH2:31]3)[cH:32][cH:33]2)[cH:34][cH:35]1. Starting materials: CC(C)=O, Cl, OC1(c2ccc3c(c2)OCO3)CCC2(CC1)OCCO2. Yields the product O=C1CCC(O)(c2ccc3c(c2)OCO3)CC1. RXN SMILES: [CH3:21][C:22](=[O:23])[CH3:24].[ClH:25].[O:1]1[CH2:2][O:3][c:4]2[c:5]1[cH:6][cH:7][c:8]([C:10]1([OH:20])[CH2:11][CH2:12][C:13]3([O:14][CH2:17][CH2:16][O:15]3)[CH2:18][CH2:19]1)[cH:9]2>>[O:1]1[CH2:2][O:3][c:4]2[c:5]1[cH:6][cH:7][c:8]([C:10]1([OH:20])[CH2:11][CH2:12][C:13](=[O:14])[CH2:18][CH2:19]1)[cH:9]2. The reactants are CNC(=O)C=1N(N=CN1)CC1=C(N=C2N1C=C(C=C2)C)C2=CC=C(C=C2)C (2-(6-Methyl-2-p-tolyl-imidazo[1,2-a]pyridin-3-ylmethyl)-2H-[1,2,4]triazole-3-carboxylic acid methylamide), ClC1=CC=C(C=C1)C=1N=C2N(N=CC=C2)C1CN1N=CN=C1C(=O)OC (methyl 1-((2-(4-chlorophenyl)imidazo[1,2-b]pyridazin-3-yl)methyl)-1H-1,2,4-triazole-5-carboxylate), N (ammonia). Product: ClC1=CC=C(C=C1)C=1N=C2N(N=CC=C2)C1CN1N=CN=C1C(=O)N (1-((2-(4-chlorophenyl)imidazo[1,2-b]pyridazin-3-yl)methyl)-1H-1,2,4-triazole-5-carboxamide). As a reaction SMILES: C[NH:2]C(C1N(CC2N3C=C(C)C=CC3=NC=2C2C=CC(C)=CC=2)N=CN=1)=O.[Cl:28][C:29]1[CH:34]=[CH:33][C:32]([C:35]2[N:36]=[C:37]3[CH:42]=[CH:41][CH:40]=[N:39][N:38]3[C:43]=2[CH2:44][N:45]2[C:49]([C:50]([O:52]C)=O)=[N:48][CH:47]=[N:46]2)=[CH:31][CH:30]=1.N>>[Cl:28][C:29]1[CH:34]=[CH:33][C:32]([C:35]2[N:36]=[C:37]3[CH:42]=[CH:41][CH:40]=[N:39][N:38]3[C:43]=2[CH2:44][N:45]2[C:49]([C:50]([NH2:2])=[O:52])=[N:48][CH:47]=[N:46]2)=[CH:31][CH:30]=1. Procedure: The title compound was prepared according to the procedure described for compound 68 from methyl 1-((2-(4-chlorophenyl)imidazo[1,2-b]pyridazin-3-yl)methyl)-1H-1,2,4-triazole-5-carboxylate and ammonia. 1H-NMR (CDCl3, 400 MHz, δ) 8.74 (s, 1H), 8.56 (dd, J=1.4, 4.5 Hz, 1H), 8.08 (dd, J=1.5, 9.3 Hz, 1H), 8.02 (d, J=8.5 Hz, 2H), 7.57 (d, J=8.5 Hz, 2H), 7.37 (dd, J=4.5, 9.2 Hz, 1H), 6.01 (s, 2H) ppm; m/e 354 (M+H)−. Reactants: C(C)(C)(C)OC(=O)C1C(C2(C(N1)CC(C)(C)C)C(NC1=CC(=CC(=C12)F)Cl)=O)C1=C(C(=CC=C1)Cl)F (rac-(2′S,3′R,4′S,5′R)-6-chloro-4′-(3-chloro-2-fluoro-phenyl)-2′-(2,2-dimethyl-propyl)-4-fluoro-2-oxo-1,2-dihydro-spiro[indole-3,3′-pyrrolidine]-5′-carboxylic acid tert-butyl ester), FC(C(=O)O)(F)F (trifluoroacetic acid). Solvent: ClCCl (dichloromethane). Reaction conditions: time 20 hour. The product is FC(C(=O)O)(F)F.ClC1=CC(=C2C(=C1)NC(C21C(NC(C1C1=C(C(=CC=C1)Cl)F)C(=O)O)CC(C)(C)C)=O)F (rac-(2′S,3′R,4′S,5′R)-6-chloro-4′-(3-chloro-2-fluoro-phenyl)-2′-(2,2-dimethyl-propyl)-4-fluoro-2-oxo-1,2-dihydro-spiro[indole-3,3′-pyrrolidine]-5′-carboxylic acid trifluoroacetic acid), solid. Yield: 95.0%. RXN SMILES: C([O:5][C:6]([CH:8]1[NH:12][CH:11]([CH2:13][C:14]([CH3:17])([CH3:16])[CH3:15])[C:10]2([C:25]3[C:20](=[CH:21][C:22]([Cl:27])=[CH:23][C:24]=3[F:26])[NH:19][C:18]2=[O:28])[CH:9]1[C:29]1[CH:34]=[CH:33][CH:32]=[C:31]([Cl:35])[C:30]=1[F:36])=[O:7])(C)(C)C.[F:37][C:38]([F:43])([F:42])[C:39]([OH:41])=[O:40]>ClCCl>[F:37][C:38]([F:43])([F:42])[C:39]([OH:41])=[O:40].[Cl:27][C:22]1[CH:21]=[C:20]2[NH:19][C:18](=[O:28])[C:10]3([CH:9]([C:29]4[CH:34]=[CH:33][CH:32]=[C:31]([Cl:35])[C:30]=4[F:36])[CH:8]([C:6]([OH:7])=[O:5])[NH:12][CH:11]3[CH2:13][C:14]([CH3:15])([CH3:16])[CH3:17])[C:25]2=[C:24]([F:26])[CH:23]=1 |f:3.4|. Reported procedure: A solution of rac-(2′S,3′R,4′S,5′R)-6-chloro-4′-(3-chloro-2-fluoro-phenyl)-2′-(2,2-dimethyl-propyl)-4-fluoro-2-oxo-1,2-dihydro-spiro[indole-3,3′-pyrrolidine]-5′-carboxylic acid tert-butyl ester (1.8 g, 3.4 mmol) in dichloromethane (10 mL) was added trifluoroacetic acid (5 mL). The reaction mixture was stirred at room temperature for 20 h, then concentrated. The residue was then triturated with ethyl ether hexanes, concentrated, dried in vacuo to give rac-(2′S,3′R,4′S,5′R)-6-chloro-4′-(3-chloro-2...